This data is from the Open Reaction Database (ORD), a public repository of structured organic reaction records. The task is: describe an organic reaction: reactants, conditions, products, and yield Reactants: ClC(Cl)Cl, O=S(=O)(O)Cl, CC(Cc1ccccc1)NC(=O)C(F)(F)F, O. Product: CC(Cc1ccc(S(=O)(=O)Cl)cc1)NC(=O)C(F)(F)F. Reaction SMILES: [CH:23]([Cl:24])([Cl:25])[Cl:26].[Cl:17][S:18](=[O:19])(=[O:20])[OH:21].[F:1][C:2]([C:3](=[O:4])[NH:5][CH:6]([CH2:7][c:8]1[cH:9][cH:10][cH:11][cH:12][cH:13]1)[CH3:14])([F:15])[F:16].[OH2:22]>>[F:1][C:2]([C:3](=[O:4])[NH:5][CH:6]([CH2:7][c:8]1[cH:9][cH:10][c:11]([S:18]([Cl:17])(=[O:19])=[O:20])[cH:12][cH:13]1)[CH3:14])([F:15])[F:16]. Reactants: C(C)(C)(C)OC(=O)N1CCC2(CC(N(C2=O)CCOC2OCCCC2)=O)CC1 (1,3-dioxo-2-[2-(tetrahydro-pyran-2-yloxy)-ethyl]-2,8-diaza-spiro[4.5]decane-8-carboxylic acid tert-butyl ester), Cl.C(C)(=O)OCC (HCl ethyl acetate). Run in C(C)(=O)OCC (ethyl acetate), CCO (EtOH). Reaction conditions: time 8 hour. Product: Cl.OCCN1C(C2(CC1=O)CCNCC2)=O (2-(2-hydroxy-ethyl)-2,8-diaza-spiro[4.5]decane-1,3-dione. hydrochloride). Reaction SMILES: C(OC([N:8]1[CH2:28][CH2:27][C:11]2([C:15](=[O:16])[N:14]([CH2:17][CH2:18][O:19]C3CCCCO3)[C:13](=[O:26])[CH2:12]2)[CH2:10][CH2:9]1)=O)(C)(C)C.[ClH:29].C(OCC)(=O)C>C(OCC)(=O)C.CCO>[ClH:29].[OH:19][CH2:18][CH2:17][N:14]1[C:13](=[O:26])[CH2:12][C:11]2([CH2:27][CH2:28][NH:8][CH2:9][CH2:10]2)[C:15]1=[O:16] |f:1.2,5.6|. Reported procedure: To a solution of crude 1,3-dioxo-2-[2-(tetrahydro-pyran-2-yloxy)-ethyl]-2,8-diaza-spiro[4.5]decane-8-carboxylic acid tert-butyl ester (1.6 g) in ethyl acetate (1 ml), EtOH (1.0 ml) and 4N HCl/ethyl acetate (4 ml) are added at room temperature. The reaction mixture is stirred for overnight at room temperature. The solvent is removed by evaporation to give 1.06 g of crude 2-(2-hydroxy-ethyl)-2,8-diaza-spiro[4.5]decane-1,3-dione. hydrochloride. Starting materials: N(=[N+]=[N-])C=1C=CC(=NC1)F (5-Azido-2-fluoropyridine), C(C)(=O)OC=C (vinyl acetate). Reaction conditions: temperature 100 celsius. Yields the product N1(N=NC=C1)C=1C=CC(=NC1)F (5-(1H-1,2,3-triazol-1-yl)-2-fluoropyridine). RXN SMILES: [N:1]([C:4]1[CH:5]=[CH:6][C:7]([F:10])=[N:8][CH:9]=1)=[N+:2]=[N-:3].[C:11](OC=C)(=O)[CH3:12]>>[N:1]1([C:4]2[CH:5]=[CH:6][C:7]([F:10])=[N:8][CH:9]=2)[CH:12]=[CH:11][N:3]=[N:2]1. Procedure details: 5-Azido-2-fluoropyridine (262 mg, 1.9 mmol) step 1 of this example and vinyl acetate (4.0 mL, 43 mmol) were mixed in a flame dried high pressure sealable vessel. The reaction vessel was evacuated and charged with nitrogen, sealed, and heated to 100° C. for 15 hours. The reaction was cooled to room temperature and TLC indicated that the reaction was complete. Minimal dichloromethane was added to the reaction (just enough to dissolve solids that formed upon cooling) and the solution directly chrom... Starting materials: C(C=C)C1=CC(=C(C(=O)OC)C(=C1)OC)C=O (methyl 4-allyl-2-formyl-6-methoxybenzoate), [BH4-].[Na+] (sodium borohydride). The solvent is CCOC(=O)C (EtOAc), CO (MeOH). Conditions: time 18 hour. The product is C(C=C)C1=CC2=C(C(OC2)=O)C(=C1)OC (5-allyl-7-methoxy-2-benzofuran-1(3H)-one). RXN SMILES: [CH2:1]([C:4]1[CH:13]=[C:12]([O:14][CH3:15])[C:7]([C:8]([O:10]C)=O)=[C:6]([CH:16]=[O:17])[CH:5]=1)[CH:2]=[CH2:3].[BH4-].[Na+]>CO.CCOC(C)=O>[CH2:1]([C:4]1[CH:13]=[C:12]([O:14][CH3:15])[C:7]2[C:8](=[O:10])[O:17][CH2:16][C:6]=2[CH:5]=1)[CH:2]=[CH2:3] |f:1.2|. Procedure details: To a flask charged with methyl 4-allyl-2-formyl-6-methoxybenzoate (0.77 g, 1 mmol) was added sodium borohydride (0.36 g, 9.33 mmol); the mixture was then dissolved in MeOH (10 mL) and stirred for 18 h at room temp. LC indicated completion of the reaction. The mixture was diluted with EtOAc (150 mL) and washed with brine (2×100 mL). The organic layer was then separated, dried(Na2SO4), filtered and concentrated in vacuo. The resulting residue was purified by MPLC (hexanes/EtOAc=1/0.5) to provide 5... Reactants: C(C)(C)C=1N=CNC1I (4-isopropyl-5-iodo-1H-imidazole), CC=1C=C(C=C(C1)C)S (3,5-dimethylthiophenol), [H-].[Na+] (sodium hydride). The solvent is CN(C=O)C (N,N-dimethylformamide). Run at temperature 140 celsius. Yields the product CC=1C=C(C=C(C1)C)SC1=C(N=CN1)C(C)C (5-(3,5-dimethylphenylthio)-4-isopropyl-1H-imidazole). The yield is 53.0%. As a reaction SMILES: [CH:1]([C:4]1[N:5]=[CH:6][NH:7][C:8]=1I)([CH3:3])[CH3:2].[CH3:10][C:11]1[CH:12]=[C:13]([SH:18])[CH:14]=[C:15]([CH3:17])[CH:16]=1.[H-].[Na+]>CN(C)C=O>[CH3:10][C:11]1[CH:12]=[C:13]([S:18][C:8]2[NH:7][CH:6]=[N:5][C:4]=2[CH:1]([CH3:3])[CH3:2])[CH:14]=[C:15]([CH3:17])[CH:16]=1 |f:2.3|. Procedure: In 30 ml of dry N,N-dimethylformamide was dissolved 4.0 g (16.9. mmol)of 4-isopropyl-5-iodo-1H-imidazole (4b), followed by addition of 4.68 g (33.9 mmol)of 3,5-dimethylthiophenol and 2.1 g (52.5 mmol)of 60% sodium hydride. The mixture was heated at 140° C. for 7 hours. The N,N-dimethylformamide was then distilled off under reduced pressure and, after addition of dry ice, the residue was extracted with methylene chloride. The organic layer was washed with water and dried over sodium sulfate. The ...